From a dataset of the Open Reaction Database (ORD), a public repository of structured organic reaction records. describe an organic reaction: reactants, conditions, products, and yield The reactants are C(C1=CC=CC=C1)[C@@H]1N(C(OC1)=O)C(CC1CC1)=O ((S)-4-benzyl-3-(2-cyclopropyl-acetyl)-oxazolidin-2-one), C1(=CC=CC=C1)S(=O)(=O)N1OC1C1=CC=CC=C1 (2-benzenesulfonyl-3-phenyl-oxaziridine), C[Si](C)(C)[N-][Si](C)(C)C.[Na+] (sodium bis(trimethylsilyl)amide), C(C)(=O)O (acetic acid). The solvent is O1CCCC1 (tetrahydrofuran), O1CCCC1 (tetrahydrofuran), O1CCCC1 (tetrahydrofuran). Reaction conditions: temperature -78 celsius, time 45 minute. Product: C(C1=CC=CC=C1)[C@@H]1N(C(OC1)=O)C([C@@H](O)C1CC1)=O ((S)-4-Benzyl-3-((S)-2-cyclopropyl-2-hydroxy-acetyl)-oxazolidin-2-one). Isolated yield 81.3%. Reaction SMILES: C[Si]([N-][Si](C)(C)C)(C)C.[Na+].[CH2:11]([C@H:18]1[CH2:22][O:21][C:20](=[O:23])[N:19]1[C:24](=[O:29])[CH2:25][CH:26]1[CH2:28][CH2:27]1)[C:12]1[CH:17]=[CH:16][CH:15]=[CH:14][CH:13]=1.C1(S(N2C(C3C=CC=CC=3)O2)(=O)=[O:37])C=CC=CC=1.C(O)(=O)C>O1CCCC1>[CH2:11]([C@H:18]1[CH2:22][O:21][C:20](=[O:23])[N:19]1[C:24](=[O:29])[C@H:25]([CH:26]1[CH2:27][CH2:28]1)[OH:37])[C:12]1[CH:13]=[CH:14][CH:15]=[CH:16][CH:17]=1 |f:0.1|. Reported procedure: A cooled (−78° C.) solution of sodium bis(trimethylsilyl)amide (0.6 M in toluene, 65 mL, 38.918 mmol) was diluted with anhydrous tetrahydrofuran (100 mL) and treated with a solution of (S)-4-benzyl-3-(2-cyclopropyl-acetyl)-oxazolidin-2-one (9.174 g, 35.380 mmol) in anhydrous tetrahydrofuran (50 mL). After stirring at −78° C. for 45 min, the mixture was treated with a solution of 2-benzenesulfonyl-3-phenyl-oxaziridine (11.064 g, 42.456 mmol) in anhydrous tetrahydrofuran (50 mL). After stirring at... Starting materials: C1CCOC1, Cc1ccnc(C)c1C=O, [Cl-], O=[N+]([O-])c1cc(Cl)cnc1I, [Mg+]c1ccccc1. The product is Cc1ccnc(C)c1C(O)c1ncc(Cl)cc1[N+](=O)[O-]. As a reaction SMILES: [CH2:30]1[O:31][CH2:32][CH2:33][CH2:34]1.[CH3:20][c:21]1[n:22][cH:23][cH:24][c:25]([CH3:29])[c:26]1[CH:27]=[O:28].[Cl-:12].[Cl:1][c:2]1[cH:3][c:4]([N+:9](=[O:10])[O-:11])[c:5]([I:8])[n:6][cH:7]1.[c:13]1([Mg+:14])[cH:15][cH:16][cH:17][cH:18][cH:19]1>>[Cl:1][c:2]1[cH:3][c:4]([N+:9](=[O:10])[O-:11])[c:5]([CH:27]([c:26]2[c:21]([CH3:20])[n:22][cH:23][cH:24][c:25]2[CH3:29])[OH:28])[n:6][cH:7]1. Reactants: [OH-].[Na+] (sodium hydroxide), ClC=1C(=C(C=C2C(C(=CN(C12)[C@H]1[C@H](C1)F)C(=O)O)=O)F)F (8-chloro-6,7-difluoro-1-[(1R,2S)-2-fluorocyclopropyl]-1,4-dihydro-4-oxoquinoline-3-carboxylic acid), Br.Br.C1=2CNCC2CNC1 (3,7-diazabicyclo[3.3.0]oct-1(5) -ene dihydrobromide), C1CCC2=NCCCN2CC1 (DBU). Run in C(C)#N (acetonitrile). The product is ClC=1C(=C(C=C2C(C(=CN(C12)[C@H]1[C@H](C1)F)C(=O)O)=O)F)N1CC=2CNCC2C1 (8-Chloro-7-[3,7-diazabicyclo[3.3.0]oct-1(5)-ene -3-yl]-6-fluoro-1-[(1R,2S)-2-fluorocyclopropyl]-1,4-dihydro-4-oxoquinoline-3-carboxylic acid). Yield: 10.7%. RXN SMILES: [Cl:1][C:2]1[C:3](F)=[C:4]([F:20])[CH:5]=[C:6]2[C:11]=1[N:10]([C@@H:12]1[CH2:14][C@@H:13]1[F:15])[CH:9]=[C:8]([C:16]([OH:18])=[O:17])[C:7]2=[O:19].Br.Br.[C:24]12[CH2:31][NH:30][CH2:29][C:28]=1[CH2:27][NH:26][CH2:25]2.C1CCN2C(=NCCC2)CC1.[OH-].[Na+]>C(#N)C>[Cl:1][C:2]1[C:3]([N:26]2[CH2:27][C:28]3[CH2:29][NH:30][CH2:31][C:24]=3[CH2:25]2)=[C:4]([F:20])[CH:5]=[C:6]2[C:11]=1[N:10]([C@@H:12]1[CH2:14][C@@H:13]1[F:15])[CH:9]=[C:8]([C:16]([OH:18])=[O:17])[C:7]2=[O:19] |f:1.2.3,5.6|. Procedure: A solution of 318 mg of 8-chloro-6,7-difluoro-1-[(1R,2S)-2-fluorocyclopropyl]-1,4-dihydro-4-oxoquinoline-3-carboxylic acid, 544 mg of 3,7-diazabicyclo[3.3.0]oct-1(5) -ene dihydrobromide (JP-A-3-193779) and 2 ml of DBU in 20 ml of acetonitrile was heated under reflux for 15 hours. To the mixture was added 1N sodium hydroxide, and an insoluble material was removed by filtration. To the filtrate, was added hydrochloric acid till pH became 7.4, and the mixture was extracted by five 50 ml portions of... Reactants: O[C@H]1[C@@H]2[C@H](OC1)[C@@H](CO2)OC=2N(C=1C(=NC(=C(C1)Cl)C1=CC=C(C#N)C=C1)N2)COCC[Si](C)(C)C (4-[2-[[(3R,3aR,6R,6aR)-3-hydroxy-2,3,3a,5,6,6a-hexahydrofuro[3,2-b]furan-6-yl]oxy]-6-chloro-1-(2-trimethylsilylethoxymethyl)-imidazo[4,5-b]pyridin-5-yl]benzonitrile), C(=O)O (formic acid), OS(=O)(=O)[O-].[K+] (KHSO4), [OH-].[Na+] (NaOH), Cl (HCl). Run at temperature 40 celsius, time 30 minute. The product is O[C@H]1[C@@H]2[C@H](OC1)[C@@H](CO2)OC=2NC=1C(=NC(=C(C1)Cl)C1=CC=C(C#N)C=C1)N2 (4-[2-[[(3R,3aR,6R,6aR)-3-hydroxy-2,3,3a,5,6,6a-hexahydrofuro[3,2-b]furan-6-yl]oxy]-6-chloro-1H-imidazo[4,5-b]pyridin-5-yl]benzonitrile). Reaction SMILES: [OH:1][C@@H:2]1[CH2:6][O:5][C@@H:4]2[C@H:7]([O:10][C:11]3[N:12](COCC[Si](C)(C)C)[C:13]4[C:14]([N:28]=3)=[N:15][C:16]([C:20]3[CH:27]=[CH:26][C:23]([C:24]#[N:25])=[CH:22][CH:21]=3)=[C:17]([Cl:19])[CH:18]=4)[CH2:8][O:9][C@H:3]12.C(O)=O.OS([O-])(=O)=O.[K+].[OH-].[Na+].Cl>>[OH:1][C@@H:2]1[CH2:6][O:5][C@@H:4]2[C@H:7]([O:10][C:11]3[NH:12][C:13]4[C:14]([N:28]=3)=[N:15][C:16]([C:20]3[CH:27]=[CH:26][C:23]([C:24]#[N:25])=[CH:22][CH:21]=3)=[C:17]([Cl:19])[CH:18]=4)[CH2:8][O:9][C@H:3]12 |f:2.3,4.5|. Procedure details: A flask was charged with 4-[2-[[(3R,3aR,6R,6aR)-3-hydroxy-2,3,3a,5,6,6a-hexahydrofuro[3,2-b]furan-6-yl]oxy]-6-chloro-1-(2-trimethylsilylethoxymethyl)-imidazo[4,5-b]pyridin-5-yl]benzonitrile (209.8 mg, 0.397 mmol), formic acid (3.6 ml, 94 mmol), and saturated aqueous KHSO4 (0.4 ml). The reaction mixture was heated to 40° C. for 16 h. Then the reaction mixture was cooled to room temperature before being cooled to 0° C. in an ice bath. A 50% weight solution of aqueous NaOH (5.3 ml, 200.7 mmol) was ...